describe an organic reaction: reactants, conditions, products, and yield From a dataset of the Open Reaction Database (ORD), a public repository of structured organic reaction records. Starting materials: NC(CC(C(=O)OCC)C)C1=C(C=CC=C1OC)OC (ethyl 4-amino-4-(2,6-dimethoxyphenyl)-2-methylbutanoate), CN1C2=CC=CC=C2C=2C=C(C=CC12)C=O (9-methyl-9H-carbazole-3-carbaldehyde). Product: COC1=C(C(=CC=C1)OC)C1CC(C(N1CC=1C=CC=2N(C3=CC=CC=C3C2C1)C)=O)C (5-(2,6-dimethoxyphenyl)-3-methyl-1-((9-methyl-9H-carbazol-3-yl)methyl)pyrrolidin-2-one). Reaction SMILES: [NH2:1][CH:2]([C:11]1[C:16]([O:17][CH3:18])=[CH:15][CH:14]=[CH:13][C:12]=1[O:19][CH3:20])[CH2:3][CH:4]([CH3:10])[C:5]([O:7]CC)=O.[CH3:21][N:22]1[C:34]2[CH:33]=[CH:32][C:31]([CH:35]=O)=[CH:30][C:29]=2[C:28]2[C:23]1=[CH:24][CH:25]=[CH:26][CH:27]=2>>[CH3:18][O:17][C:16]1[CH:15]=[CH:14][CH:13]=[C:12]([O:19][CH3:20])[C:11]=1[CH:2]1[N:1]([CH2:35][C:31]2[CH:32]=[CH:33][C:34]3[N:22]([CH3:21])[C:23]4[C:28]([C:29]=3[CH:30]=2)=[CH:27][CH:26]=[CH:25][CH:24]=4)[C:5](=[O:7])[CH:4]([CH3:10])[CH2:3]1. Procedure: Prepared according to the described general procedure 2 (GP2) by reaction of ethyl 4-amino-4-(2,6-dimethoxyphenyl)-2-methylbutanoate with commercially available 9-methyl-9H-carbazole-3-carbaldehyde. Subsequent purification by preparative HPLC afforded the target compound. LC-MS (conditions A): tR=0.94 min.; [M+H]+: 429.05 g/mol.